From a dataset of the Open Reaction Database (ORD), a public repository of structured organic reaction records. describe an organic reaction: reactants, conditions, products, and yield Reactants: O=C(CBr)c1ccc(-c2ccc(Cl)cc2)cc1, ClCCl, CS(C)=O, CC(C)=O, O, Oc1ccccc1. Product: O=C(c1ccc(-c2ccc(Cl)cc2)cc1)C(O)O. RXN SMILES: [Br:1][CH2:2][C:3](=[O:4])[c:5]1[cH:6][cH:7][c:8](-[c:11]2[cH:12][cH:13][c:14]([Cl:17])[cH:15][cH:16]2)[cH:9][cH:10]1.[CH2:34]([Cl:35])[Cl:36].[CH3:25][S:26](=[O:27])[CH3:28].[CH3:30][C:31](=[O:32])[CH3:33].[OH2:29].[OH:18][c:19]1[cH:20][cH:21][cH:22][cH:23][cH:24]1>>[CH:2]([C:3](=[O:4])[c:5]1[cH:6][cH:7][c:8](-[c:11]2[cH:12][cH:13][c:14]([Cl:17])[cH:15][cH:16]2)[cH:9][cH:10]1)([OH:18])[OH:29]. Reactants: C(C)(C)(C)NS(=O)(=O)C=1SC(=CN1)C1=CC=CC=C1 (N-t-butyl-5-phenyl-2-thiazole sulfonamide), CS(=O)(=O)O (methanesulfonic acid). Run in ClCCCl (1,2-dichloroethane). Yields the product C1(=CC=CC=C1)C1=CN=C(S1)S(=O)(=O)N (5-phenyl-2-thiazole sulfonamide). The yield is 75.0%. As a reaction SMILES: C([NH:5][S:6]([C:9]1[S:10][C:11]([C:14]2[CH:19]=[CH:18][CH:17]=[CH:16][CH:15]=2)=[CH:12][N:13]=1)(=[O:8])=[O:7])(C)(C)C.CS(O)(=O)=O>ClCCCl>[C:14]1([C:11]2[S:10][C:9]([S:6]([NH2:5])(=[O:8])=[O:7])=[N:13][CH:12]=2)[CH:15]=[CH:16][CH:17]=[CH:18][CH:19]=1. Reported procedure: To a solution of N-t-butyl-5-phenyl-2-thiazole sulfonamide (0.25 g, 0.84 mmol) in 17 mL of 1,2-dichloroethane was added methanesulfonic acid (0.11 mL, 1.68 mmol). The reaction was heated at reflux for 6.5 h and then concentrated. The product was subjected to flash chromatography (2:1 hexane/ethyl acetate). Recrystallization from ethyl acetate/hexane afforded 0.15 g (0.63 mmol, 63%) of 5-phenyl-2-thiazole sulfonamide (white crystals). Starting materials: ClC=1C=C(C#N)C=C(N1)N1CCCC1 (2-Chloro-6-pyrrolidin-1-yl-isonicotinonitrile), FC(C1=CC=C(C=C1)B(O)O)(F)F (4-trifluoromethylphenylboronic acid), C([O-])([O-])=O.[Cs+].[Cs+] (cesium carbonate). Reagents/catalysts: C(C)(=O)[O-].[Pd+2].C(C)(=O)[O-] (palladium acetate), CC(C)C1=CC(=C(C(=C1)C(C)C)C2=C(C=CC=C2)P(C3CCCCC3)C4CCCCC4)C(C)C (XPhos). The solvent is O1CCOCC1 (dioxane). Conditions: temperature 100 celsius. The product is N1(CCCC1)C=1C=C(C#N)C=C(N1)C1=CC=C(C=C1)C(F)(F)F (2-Pyrrolidin-1-yl-6-(4-trifluoromethyl-phenyl)-isonicotinonitrile). The yield is 91.6%. RXN SMILES: Cl[C:2]1[CH:3]=[C:4]([CH:7]=[C:8]([N:10]2[CH2:14][CH2:13][CH2:12][CH2:11]2)[N:9]=1)[C:5]#[N:6].[F:15][C:16]([F:27])([F:26])[C:17]1[CH:22]=[CH:21][C:20](B(O)O)=[CH:19][CH:18]=1.C(=O)([O-])[O-].[Cs+].[Cs+]>C([O-])(=O)C.[Pd+2].C([O-])(=O)C.CC(C1C=C(C(C)C)C(C2C=CC=CC=2P(C2CCCCC2)C2CCCCC2)=C(C(C)C)C=1)C.O1CCOCC1>[N:10]1([C:8]2[CH:7]=[C:4]([CH:3]=[C:2]([C:20]3[CH:21]=[CH:22][C:17]([C:16]([F:27])([F:26])[F:15])=[CH:18][CH:19]=3)[N:9]=2)[C:5]#[N:6])[CH2:14][CH2:13][CH2:12][CH2:11]1 |f:2.3.4,5.6.7|. Procedure: 2-Chloro-6-pyrrolidin-1-yl-isonicotinonitrile (0.18 g, 0.87 mmol), 4-trifluoromethylphenylboronic acid (0.18 g, 0.95 mmol), palladium acetate (3.9 mg, 0.02 mmol), cesium carbonate (0.56 g, 1.73 mmol), and XPhos (17 mg, 0.04 mmol) were combined, placed under a nitrogen atmosphere and dioxane (1.0 mL) was added. The reaction vessel was sealed and heated to 100° C. for 2 hours. The reaction mixture was cooled to rt, filtered through celite, concentrated under reduced pressure and purified by flash ... The reactants are OC1CCN(CC1)C=1C=C2C=CC(NC2=CC1)=O (6-(4-Hydroxypiperidino)carbostyril), Cl (hydrogen chloride). The solvent is CO (methanol), CO (methanol). The product is Cl.OC1CCN(CC1)C=1C=C2C=CC(NC2=CC1)=O (6-(4-Hydroxypiperidino)carbostyril hydrochloride). As a reaction SMILES: [OH:1][CH:2]1[CH2:7][CH2:6][N:5]([C:8]2[CH:9]=[C:10]3[C:15](=[CH:16][CH:17]=2)[NH:14][C:13](=[O:18])[CH:12]=[CH:11]3)[CH2:4][CH2:3]1.[ClH:19]>CO>[ClH:19].[OH:1][CH:2]1[CH2:7][CH2:6][N:5]([C:8]2[CH:9]=[C:10]3[C:15](=[CH:16][CH:17]=2)[NH:14][C:13](=[O:18])[CH:12]=[CH:11]3)[CH2:4][CH2:3]1 |f:3.4|. Procedure: 6-(4-Hydroxypiperidino)carbostyril, 0.1 g (0.002 mole), was suspended in 15 mL methanol. Five mL ethanolic hydrogen chloride was added and the mixture digested on a steam bath for 15 minutes until part of the methanol had evaporated. After cooling, filtration and washing with ethyl acetate, the resulting white crystals, 0.05 g, were recrystallized by dissolving in warm methanol and adding ethyl acetate. The yield was 0.05 g 6-(4-hydroxypiperidino)carbostyril hydrochloride; m.p. 259°-262° C. The reactants are N1CC(OCC1)CNC1=C(C=C(C=C1)S(=O)(=O)N)[N+](=O)[O-] (4-(morpholin-2-ylmethylamino)-3-nitrobenzenesulfonamide), C([O-])([O-])=O.[Na+].[Na+] (sodium carbonate), FC(CI)F (2, 2-difluoroethyl iodide). Solvent: CN(C=O)C (N,N-dimethylformamide). Reaction conditions: temperature 110 celsius, time 48 hour. The product is FC(CN1CC(OCC1)CNC1=C(C=C(C=C1)S(=O)(=O)N)[N+](=O)[O-])F (4-((4-(2,2-difluoroethyl)morpholin-2-yl)methylamino)-3-nitrobenzenesulfonamide). Reaction SMILES: [NH:1]1[CH2:6][CH2:5][O:4][CH:3]([CH2:7][NH:8][C:9]2[CH:14]=[CH:13][C:12]([S:15]([NH2:18])(=[O:17])=[O:16])=[CH:11][C:10]=2[N+:19]([O-:21])=[O:20])[CH2:2]1.C(=O)([O-])[O-].[Na+].[Na+].[F:28][CH:29]([F:32])[CH2:30]I>CN(C)C=O>[F:28][CH:29]([F:32])[CH2:30][N:1]1[CH2:6][CH2:5][O:4][CH:3]([CH2:7][NH:8][C:9]2[CH:14]=[CH:13][C:12]([S:15]([NH2:18])(=[O:16])=[O:17])=[CH:11][C:10]=2[N+:19]([O-:21])=[O:20])[CH2:2]1 |f:1.2.3|. Procedure: To a solution of EXAMPLE 415B (633 mg) in anhydrous N,N-dimethylformamide (10 mL) was added sodium carbonate (254 mg) and 2, 2-difluoroethyl iodide (422 mg). After stirring at 110° C. for 48 hours, the mixture was concentrated. The residue was mixed with water (20 mL) and extracted with ethyl acetate. The crude product was purified on a silica gel column eluting with 10% methanol in methylene chloride to give the title compound. Yield: 857.7%. Solvent: C1(=CC=CC=C1)C (toluene), O (water). Procedure: To a mixture of N-(2-chloro-pyridin-3-yl)-acetamide (50,0 g, 29.3 mmol), phenylboronic acid (39.3 g, 32.2 mmol), sodium carbonate (49.7 g, 46.9 mmol), in toluene (400 mL), ethanol (100 mL), and water (200 mL) was added tetrakis(triphenylphosphine)palladium(0) (1.02 g, 0.883 mmol). The reaction mixture was heated to reflux for 8 hours, cooled to room temperature, and the layers were separated. The aqueous layer was extracted with ethyl acetate (500 mL) and the organic extracts were combined and c... As a reaction SMILES: [Cl:1][C:2]1[C:7]([NH:8][C:9](=[O:11])[CH3:10])=[CH:6][CH:5]=[CH:4][N:3]=1.[C:12]1(B(O)O)[CH:17]=[CH:16][CH:15]=[CH:14][CH:13]=1.C(=O)([O-])[O-].[Na+].[Na+].C(O)C>C1(C)C=CC=CC=1.C1C=CC([P]([Pd]([P](C2C=CC=CC=2)(C2C=CC=CC=2)C2C=CC=CC=2)([P](C2C=CC=CC=2)(C2C=CC=CC=2)C2C=CC=CC=2)[P](C2C=CC=CC=2)(C2C=CC=CC=2)C2C=CC=CC=2)(C2C=CC=CC=2)C2C=CC=CC=2)=CC=1.O>[ClH:1].[C:12]1([C:2]2[C:7]([NH:8][C:9](=[O:11])[CH3:10])=[CH:6][CH:5]=[CH:4][N:3]=2)[CH:17]=[CH:16][CH:15]=[CH:14][CH:13]=1 |f:2.3.4,9.10,^1:40,42,61,80|. Yields the product Cl.C1(=CC=CC=C1)C1=NC=CC=C1NC(C)=O (N-(2-phenyl-pyridin-3-yl)-acetamide hydrochloride). Reagents/catalysts: C=1C=CC(=CC1)[P](C=2C=CC=CC2)(C=3C=CC=CC3)[Pd]([P](C=4C=CC=CC4)(C=5C=CC=CC5)C=6C=CC=CC6)([P](C=7C=CC=CC7)(C=8C=CC=CC8)C=9C=CC=CC9)[P](C=1C=CC=CC1)(C=1C=CC=CC1)C=1C=CC=CC1 (tetrakis(triphenylphosphine)palladium(0)). The reactants are ClC1=NC=CC=C1NC(C)=O (N-(2-chloro-pyridin-3-yl)-acetamide), C1(=CC=CC=C1)B(O)O (phenylboronic acid), C([O-])([O-])=O.[Na+].[Na+] (sodium carbonate), C(C)O (ethanol). Reactants: C(C)NC(C1=CC(=CC=C1)C(F)(F)F)=O (N-ethyl-3-(trifluoromethyl)benzamide), C[Si](C)(C)Cl (TMSCl). The product is C(C)NC(C1=C(C=CC(=C1)C(F)(F)F)[Si](C)(C)C)=O (N-Ethyl-5-(trifluoromethyl)-2-(trimethylsilyl)benzamide). As a reaction SMILES: [CH2:1]([NH:3][C:4](=[O:15])[C:5]1[CH:10]=[CH:9][CH:8]=[C:7]([C:11]([F:14])([F:13])[F:12])[CH:6]=1)[CH3:2].[CH3:16][Si:17](Cl)([CH3:19])[CH3:18]>>[CH2:1]([NH:3][C:4](=[O:15])[C:5]1[CH:6]=[C:7]([C:11]([F:12])([F:14])[F:13])[CH:8]=[CH:9][C:10]=1[Si:17]([CH3:19])([CH3:18])[CH3:16])[CH3:2]. Reported procedure: This amide was reacted with TMSCl (1.3 eq) as in Example 221 to afford the title compound. The crude product was purified by RC (ethyl acetate/hexanes) and recrystallization from pentane (-78° C.) to afford 0.14 g (5%) of the title compound as a white solid. m.p. 101°-102° C.